Dataset: the Open Reaction Database (ORD), a public repository of structured organic reaction records. Task: describe an organic reaction: reactants, conditions, products, and yield Starting materials: CCOC(=O)c1ncc2c(c1O)c(Br)c(-c1ccc(F)cc1)n2-c1ccccc1, CCOC(C)=O, O=C[O-], [NH4+]. The product is CCOC(=O)c1ncc2c(cc(-c3ccc(F)cc3)n2-c2ccccc2)c1O. RXN SMILES: [CH2:1]([CH3:2])[O:3][C:4](=[O:5])[c:6]1[c:7]([OH:29])[c:8]2[c:9]([cH:10][n:11]1)[n:12](-[c:23]1[cH:24][cH:25][cH:26][cH:27][cH:28]1)[c:13](-[c:16]1[cH:17][cH:18][c:19]([F:22])[cH:20][cH:21]1)[c:14]2[Br:15].[CH3:34][CH2:35][O:36][C:37]([CH3:38])=[O:39].[CH:30]([O-:31])=[O:32].[NH4+:33]>>[CH2:1]([CH3:2])[O:3][C:4](=[O:5])[c:6]1[c:7]([OH:29])[c:8]2[c:9]([cH:10][n:11]1)[n:12](-[c:23]1[cH:24][cH:25][cH:26][cH:27][cH:28]1)[c:13](-[c:16]1[cH:17][cH:18][c:19]([F:22])[cH:20][cH:21]1)[cH:14]2.